Dataset: the Open Reaction Database (ORD), a public repository of structured organic reaction records. Task: describe an organic reaction: reactants, conditions, products, and yield Reactants: OC1=C(C=CC(=C1CCC)O)C(C)=O (1-(2,4-dihydroxy-3-propylphenyl)ethanone), C(C)OC(C1=C(C=C(C=C1)CBr)OCC)=O (4-(bromomethyl)-2-ethoxybenzoic acid ethyl ester). The product is C(C)OC(C1=C(C=C(C=C1)COC1=C(C(=C(C=C1)C(C)=O)O)CCC)OCC)=O (4-[(4-acetyl-3-hydroxy-2-propylphenoxy)methyl]-2-ethoxybenzoic acid ethyl ester). Reaction SMILES: [OH:1][C:2]1[C:7]([CH2:8][CH2:9][CH3:10])=[C:6]([OH:11])[CH:5]=[CH:4][C:3]=1[C:12](=[O:14])[CH3:13].[CH2:15]([O:17][C:18](=[O:30])[C:19]1[CH:24]=[CH:23][C:22]([CH2:25]Br)=[CH:21][C:20]=1[O:27][CH2:28][CH3:29])[CH3:16]>>[CH2:15]([O:17][C:18](=[O:30])[C:19]1[CH:24]=[CH:23][C:22]([CH2:25][O:11][C:6]2[CH:5]=[CH:4][C:3]([C:12](=[O:14])[CH3:13])=[C:2]([OH:1])[C:7]=2[CH2:8][CH2:9][CH3:10])=[CH:21][C:20]=1[O:27][CH2:28][CH3:29])[CH3:16]. Procedure details: 1-(2,4-dihydroxy-3-propylphenyl)ethanone was allowed to react with 4-(bromomethyl)-2-ethoxybenzoic acid ethyl ester according to the procedure of Example 69 and the product was purified by HPLC to give 4-[(4-acetyl-3-hydroxy-2-propylphenoxy)methyl]-2-ethoxybenzoic acid ethyl ester, the title compound, m.p. 92°-94° in 83% yield.